Dataset: the Open Reaction Database (ORD), a public repository of structured organic reaction records. Task: describe an organic reaction: reactants, conditions, products, and yield Starting materials: C(C)(=O)O[C@H]1[C@@H](O[C@@H]([C@@H]([C@@H]1OC(C)=O)OC(C)=O)COC(C)=O)OC1=NNC(=C1CC1=CC=C(C=C1)\C=C\CC(=O)O)C(C)C (3-(2,3,4,6-tetra-O-acetyl-β-D-galactopyranosyloxy)-4-({4-[(1E)-3-carboxyprop-1-enyl]-phenyl}methyl)-5-isopropyl-1H-pyrazole), NC(CO)(CO)C (2-amino-2-methyl-1,3-propanediol), Cl.NCC(=O)N (glycinamide hydrochloride). The product is [C@@H]1([C@H](O)[C@@H](O)[C@@H](O)[C@H](O1)CO)OC1=NNC(=C1CC1=CC=C(C=C1)CCCC(NC(CO)(C)CO)=O)C(C)C (3-(β-D-Galactopyranosyloxy)-4-[(4-{3-[2-hydroxy-1-hydroxymethyl-1-(methyl)-ethylcarbamoyl]propyl)phenyl)methyl]-5-isopropyl-1H-pyrazole). As a reaction SMILES: C([O:4][C@@H:5]1[C@@H:10]([O:11]C(=O)C)[C@@H:9]([O:15]C(=O)C)[C@@H:8]([CH2:19][O:20]C(=O)C)[O:7][C@H:6]1[O:24][C:25]1[C:29]([CH2:30][C:31]2[CH:36]=[CH:35][C:34](/[CH:37]=[CH:38]/[CH2:39][C:40]([OH:42])=O)=[CH:33][CH:32]=2)=[C:28]([CH:43]([CH3:45])[CH3:44])[NH:27][N:26]=1)(=O)C.[NH2:46][C:47]([CH3:52])([CH2:50][OH:51])[CH2:48][OH:49].Cl.NCC(N)=O>>[C@@H:6]1([O:24][C:25]2[C:29]([CH2:30][C:31]3[CH:32]=[CH:33][C:34]([CH2:37][CH2:38][CH2:39][C:40](=[O:42])[NH:46][C:47]([CH2:50][OH:51])([CH3:52])[CH2:48][OH:49])=[CH:35][CH:36]=3)=[C:28]([CH:43]([CH3:44])[CH3:45])[NH:27][N:26]=2)[O:7][C@H:8]([CH2:19][OH:20])[C@H:9]([OH:15])[C@H:10]([OH:11])[C@H:5]1[OH:4] |f:2.3|. Procedure details: The title compound was prepared in a similar manner to that described in Example 1 using 3-(2,3,4,6-tetra-O-acetyl-β-D-galactopyranosyloxy)-4-({4-[(1E)-3-carboxyprop-1-enyl]-phenyl}methyl)-5-isopropyl-1H-pyrazole and 2-amino-2-methyl-1,3-propanediol instead of 3-(2,3,4,6-tetra-O-acetyl-β-D-glucopyranosyloxy)-4-({4-[(1E)-3-carboxyprop-1-enyl]-phenyl}methyl)-5-isopropyl-1H-pyrazole and glycinamide hydrochloride, respectively.